This data is from the Open Reaction Database (ORD), a public repository of structured organic reaction records. The task is: describe an organic reaction: reactants, conditions, products, and yield Starting materials: CC(=O)OC(C)=O, Cl, NC1CC(c2ccccc2)Oc2ccc(Oc3ccc([N+](=O)[O-])cn3)cc21, CN(C)C=O, c1ccncc1. The product is CC(=O)NC1CC(c2ccccc2)Oc2ccc(Oc3ccc([N+](=O)[O-])cn3)cc21. As a reaction SMILES: [CH3:1][C:2](=[O:3])[O:4][C:5](=[O:6])[CH3:7].[ClH:8].[N+:9](=[O:10])([O-:11])[c:12]1[cH:13][cH:14][c:15]([O:18][c:19]2[cH:20][c:21]3[c:26]([cH:27][cH:28]2)[O:25][CH:24]([c:29]2[cH:30][cH:31][cH:32][cH:33][cH:34]2)[CH2:23][CH:22]3[NH2:35])[n:16][cH:17]1.[O:42]=[CH:43][N:44]([CH3:45])[CH3:46].[cH:36]1[cH:37][cH:38][n:39][cH:40][cH:41]1>>[CH3:1][C:2](=[O:3])[NH:35][CH:22]1[c:21]2[cH:20][c:19]([O:18][c:15]3[cH:14][cH:13][c:12]([N+:9](=[O:10])[O-:11])[cH:17][n:16]3)[cH:28][cH:27][c:26]2[O:25][CH:24]([c:29]2[cH:30][cH:31][cH:32][cH:33][cH:34]2)[CH2:23]1. Starting materials: CC(C[C@@H](C(=O)OC)O[C@@H](C1=CC=C(C=C1)C=1C=NC=CC1)C1=CC=CC=C1)C (methyl (2S)-4-methyl-2-{[(R)-phenyl(4-pyridin-3-ylphenyl)methyl]oxy}pentanoate), COCCBr (2-bromoethyl methyl ether). Run in C(C)#N (acetonitrile). Run at time 18 hour. Product: [Br-].COC(=O)[C@H](CC(C)C)O[C@@H](C1=CC=C(C=C1)C=1C=[N+](C=CC1)CCOC)C1=CC=CC=C1 (3-{4-[(R)-{[(1S)-1-(methoxycarbonyl)-3-methylbutyl]oxy}(phenyl)methyl]phenyl}-1-(2-methoxyethyl) pyridinium bromide). As a reaction SMILES: [CH3:1][CH:2]([CH3:29])[CH2:3][C@H:4]([O:9][C@H:10]([C:23]1[CH:28]=[CH:27][CH:26]=[CH:25][CH:24]=1)[C:11]1[CH:16]=[CH:15][C:14]([C:17]2[CH:18]=[N:19][CH:20]=[CH:21][CH:22]=2)=[CH:13][CH:12]=1)[C:5]([O:7][CH3:8])=[O:6].[CH3:30][O:31][CH2:32][CH2:33][Br:34]>C(#N)C>[Br-:34].[CH3:8][O:7][C:5]([C@@H:4]([O:9][C@H:10]([C:23]1[CH:24]=[CH:25][CH:26]=[CH:27][CH:28]=1)[C:11]1[CH:16]=[CH:15][C:14]([C:17]2[CH:18]=[N+:19]([CH2:33][CH2:32][O:31][CH3:30])[CH:20]=[CH:21][CH:22]=2)=[CH:13][CH:12]=1)[CH2:3][CH:2]([CH3:29])[CH3:1])=[O:6] |f:3.4|. Procedure: A solution of methyl (2S)-4-methyl-2-{[(R)-phenyl(4-pyridin-3-ylphenyl)methyl]oxy}pentanoate from example 36 step 2 (740 mg, 1.9 mmol) and 2-bromoethyl methyl ether (1.32 g, 9.5 mmol) in acetonitrile (10 mL) was heated in a pressure tube emersed in an oil bath at 120+ C. for 18 hours. The mixture was concentrated and the residue slurried with diethyl ether (25 mL) 2 times followed by decanting and then pumped on by high vacuum to obtain the title compound as a foam. Reactants: OC1=C(C(=CC(=C1OC)OC)C)CCCCCCCCCCCCCCCCCCCCCC(=O)OC (methyl 22-(2-hydroxy-3,4-dimethoxy-6-methylphenyl)docosanoate), [H-].[Al+3].[Li+].[H-].[H-].[H-] (lithium aluminum hydride), aqueous solution, S(O)(O)(=O)=O (sulfuric acid). Solvent: O1CCCC1 (tetrahydrofuran). Reaction conditions: time 1 hour. Product: OCCCCCCCCCCCCCCCCCCCCCCC1=C(C=C(C(=C1O)OC)OC)C (6-(22-hydroxydocosyl)-2,3-dimethoxy-5-methylphenol). RXN SMILES: [OH:1][C:2]1[C:7]([O:8][CH3:9])=[C:6]([O:10][CH3:11])[CH:5]=[C:4]([CH3:12])[C:3]=1[CH2:13][CH2:14][CH2:15][CH2:16][CH2:17][CH2:18][CH2:19][CH2:20][CH2:21][CH2:22][CH2:23][CH2:24][CH2:25][CH2:26][CH2:27][CH2:28][CH2:29][CH2:30][CH2:31][CH2:32][CH2:33][C:34](OC)=[O:35].[H-].[Al+3].[Li+].[H-].[H-].[H-].S(=O)(=O)(O)O>O1CCCC1>[OH:35][CH2:34][CH2:33][CH2:32][CH2:31][CH2:30][CH2:29][CH2:28][CH2:27][CH2:26][CH2:25][CH2:24][CH2:23][CH2:22][CH2:21][CH2:20][CH2:19][CH2:18][CH2:17][CH2:16][CH2:15][CH2:14][CH2:13][C:3]1[C:2]([OH:1])=[C:7]([O:8][CH3:9])[C:6]([O:10][CH3:11])=[CH:5][C:4]=1[CH3:12] |f:1.2.3.4.5.6|. Reported procedure: To a solution of methyl 22-(2-hydroxy-3,4-dimethoxy-6-methylphenyl)docosanoate (3 g) in tetrahydrofuran (30 ml) is added lithium aluminum hydride and the mixture is stirred at room temperature for 1 hour. Under ice-cooling, 10% aqueous solution of sulfuric acid is added to the reaction mixture. The mixture is subjected to extraction with ether. The extract is washed with water and dried. The solvent is distilled off under reduced pressure, whereby 6-(22-hydroxydocosyl)-2,3-dimethoxy-5-methylphen... The reactants are COC1=CC=C(C=C1)C1NCCC2=C1NC1=CC=CC=C21 (1-(4-methoxyphenyl)-2,3,4,9-tetrahydro-1H-pyrido[3,4-b]indole), solution, ClC1=C2C(=NC=N1)NN=C2 (4-chloro-1H-pyrazolo[3,4-d]pyrimidine). Solvent: CS(=O)C (dimethylsulfoxide), C(C)(C)N(C(C)C)CC (N,N-diisopropylethylamine), CS(=O)C (dimethylsulfoxide). Conditions: time 24 hour. Product: COC1=CC=C(C=C1)C1N(CCC=2C3=CC=CC=C3NC12)C1=C2C(=NC=N1)NN=C2 (1-(4-methoxyphenyl)-2-(1H-pyrazolo[3,4-d]pyrimidin-4-yl)-2,3,4,9-tetrahydro-1H-beta-carboline). RXN SMILES: [CH3:1][O:2][C:3]1[CH:8]=[CH:7][C:6]([CH:9]2[C:14]3[NH:15][C:16]4[C:21]([C:13]=3[CH2:12][CH2:11][NH:10]2)=[CH:20][CH:19]=[CH:18][CH:17]=4)=[CH:5][CH:4]=1.Cl[C:23]1[N:28]=[CH:27][N:26]=[C:25]2[NH:29][N:30]=[CH:31][C:24]=12>CS(C)=O.C(N(CC)C(C)C)(C)C>[CH3:1][O:2][C:3]1[CH:4]=[CH:5][C:6]([CH:9]2[C:14]3[NH:15][C:16]4[C:21](=[CH:20][CH:19]=[CH:18][CH:17]=4)[C:13]=3[CH2:12][CH2:11][N:10]2[C:23]2[N:28]=[CH:27][N:26]=[C:25]3[NH:29][N:30]=[CH:31][C:24]=23)=[CH:7][CH:8]=1. Procedure: To a solution of 1-(4-methoxyphenyl)-2,3,4,9-tetrahydro-1H-pyrido[3,4-b]indole from step 1 in dimethylsulfoxide (2.4 ml) and N,N-diisopropylethylamine (175 μl) was added a 0.25 M solution of 4-chloro-1H-pyrazolo[3,4-d]pyrimidine in dimethylsulfoxide (800 μl). The mixture was shaken at room temperature for 24 hours. The mixture was evaporated to dryness and the residue shaken at 50° C. in a mixture of ethyl acetate (3 ml) and water (2 ml) for 30 minutes. The organic layer was separated and the aq... Reactants: BrC1=C(C=CC=C1)S(=O)(=O)CC#N (2-(2-bromophenylsulfonyl)acetonitrile), BrCCCCBr (1,4-dibromobutane), [OH-].[Na+] (NaOH). The reagents and catalysts are [Br-].C(CCC)[N+](CCCC)(CCCC)CCCC (tetrabutylammonium bromide). The solvent is C(Cl)Cl (DCM), C(Cl)Cl (DCM). Reaction conditions: time 5 hour. Yields the product BrC1=C(C=CC=C1)S(=O)(=O)C1(CCCC1)C#N (1-((2-Bromophenyl)sulfonyl)cyclopentanecarbonitrile). The yield is 41.2%. Reaction SMILES: [Br:1][C:2]1[CH:7]=[CH:6][CH:5]=[CH:4][C:3]=1[S:8]([CH2:11][C:12]#[N:13])(=[O:10])=[O:9].Br[CH2:15][CH2:16][CH2:17][CH2:18]Br.[OH-].[Na+]>[Br-].C([N+](CCCC)(CCCC)CCCC)CCC.C(Cl)Cl>[Br:1][C:2]1[CH:7]=[CH:6][CH:5]=[CH:4][C:3]=1[S:8]([C:11]1([C:12]#[N:13])[CH2:18][CH2:17][CH2:16][CH2:15]1)(=[O:10])=[O:9] |f:2.3,4.5|. Procedure: A mixture of 2-(2-bromophenylsulfonyl)acetonitrile (4.4 g, 17 mmol), tetrabutylammonium bromide (0.82 g, 2.6 mmol), 1,4-dibromobutane (3.85 g, 17.8 mmol) and NaOH (14 mL, 5 N) in DCM (30 mL) was stirred at rt for 5 h, before diluting with DCM (200 mL), washing with water (2×80 mL) and brine (60 mL), drying over Na2SO4, filtering, and concentrating to dryness. The residue was treated with IPA (20 mL) and sonicated before isolating the title compound (2.2 g) via vacuum filtration. The filtrate was... The reactants are CCOC(=O)C(CC)Oc1cccc2c1c1ccccc1n2Cc1ccc(OCc2nc(-c3ccccc3)oc2C)c(OC)c1, CCO, Cl, [Na+], [OH-], O. Yields the product CCC(Oc1cccc2c1c1ccccc1n2Cc1ccc(OCc2nc(-c3ccccc3)oc2C)c(OC)c1)C(=O)O. RXN SMILES: [CH3:1][O:2][c:3]1[cH:4][c:5]([CH2:6][n:7]2[c:8]3[cH:9][cH:10][cH:11][cH:12][c:13]3[c:14]3[c:15]([O:20][CH:21]([C:22](=[O:23])[O:24][CH2:25][CH3:26])[CH2:27][CH3:28])[cH:16][cH:17][cH:18][c:19]23)[cH:29][cH:30][c:31]1[O:32][CH2:33][c:34]1[n:35][c:36](-[c:40]2[cH:41][cH:42][cH:43][cH:44][cH:45]2)[o:37][c:38]1[CH3:39].[CH3:49][CH2:50][OH:51].[ClH:48].[Na+:47].[OH-:46].[OH2:52]>>[CH3:1][O:2][c:3]1[cH:4][c:5]([CH2:6][n:7]2[c:8]3[cH:9][cH:10][cH:11][cH:12][c:13]3[c:14]3[c:15]([O:20][CH:21]([C:22](=[O:23])[OH:24])[CH2:27][CH3:28])[cH:16][cH:17][cH:18][c:19]23)[cH:29][cH:30][c:31]1[O:32][CH2:33][c:34]1[n:35][c:36](-[c:40]2[cH:41][cH:42][cH:43][cH:44][cH:45]2)[o:37][c:38]1[CH3:39]. The reactants are C(CCCCCCCCCCCCCCCCCCCCC(=O)O)(=O)O (docosandioic acid), OC(CCCCCCCC(=O)O)CCCCCCCO (9,16-dihydroxyhexadecanoic acid), OCCCCCCCCC=CCCCCCCCC(=O)O (18-hydroxyoctadec-9-enoic acid), ( 1 ), OC(CCCCCCCC(=O)O)C(CCCCCCCCO)O (9,10,18-trihydroxyoctadecanoic acid), OCCCCCCCCCCCCCCCCCCCCCC(=O)O (22-hydroxydocosanoic acid), C(CCCCCCCC=CCCCCCCCC(=O)O)(=O)O (octadec-9-enedioic acid). Yields the product O1C(CCCCCCCC(=O)O)C1CCCCCCCCO (9,10-epoxy-18-hydroxyoctadecanoic acid). As a reaction SMILES: OC(CCCCCCCO)CCCCCCCC(O)=O.O[CH:22]([CH:33]([OH:43])[CH2:34][CH2:35][CH2:36][CH2:37][CH2:38][CH2:39][CH2:40][CH2:41][OH:42])[CH2:23][CH2:24][CH2:25][CH2:26][CH2:27][CH2:28][CH2:29][C:30]([OH:32])=[O:31].OCCCCCCCCCCCCCCCCCCCCCC(O)=O.OCCCCCCCCC=CCCCCCCCC(O)=O.C(O)(=O)CCCCCCCCCCCCCCCCCCCCC(O)=O.C(O)(=O)CCCCCCCC=CCCCCCCCC(O)=O>>[O:43]1[CH:33]([CH2:34][CH2:35][CH2:36][CH2:37][CH2:38][CH2:39][CH2:40][CH2:41][OH:42])[CH:22]1[CH2:23][CH2:24][CH2:25][CH2:26][CH2:27][CH2:28][CH2:29][C:30]([OH:32])=[O:31]. Reported procedure: The present invention provides a process for isolating, from outer birch bark, at least one of 9,10-epoxy- 18-hydroxyoctadecanoic acid; 9,16-dihydroxyhexadecanoic acid; 9,10,18-trihydroxyoctadecanoic acid (phloionolic acid); 20-hydroxyeicasanoic acid; 22-hydroxydocosanoic acid; 18-hydroxyoctadec-9-enoic acid; docosandioic acid; and octadec-9-enedioic acid; comprising: (1) subjecting the outer birch bark to hydrolysis to provide a second outer birch bark and a second solution; (2) separating the ...